Dataset: the Open Reaction Database (ORD), a public repository of structured organic reaction records. Task: describe an organic reaction: reactants, conditions, products, and yield The reactants are C(C)(C)(C)C1=CC=C(CNC(CC(C)=O)=O)C=C1 (N-(4-tert-butylbenzyl)-3-oxobutanamide), CCOC(=O)C (EtOAc), NC1=C(C=O)C(=CC=N1)C (2-amino-4-methylnicotinaldehyde), N1CCCCC1 (piperidine). Run in CCO (EtOH). Run at temperature 120 celsius. The product is C(C)(C)(C)C1=CC=C(CNC(=O)C=2C(=NC3=NC=CC(=C3C2)C)C)C=C1 (N-(4-tert-butylbenzyl)-2,5-dimethyl-1,8-naphthyridine-3-carboxamide). Reaction SMILES: [C:1]([C:5]1[CH:18]=[CH:17][C:8]([CH2:9][NH:10][C:11](=[O:16])[CH2:12][C:13](=O)[CH3:14])=[CH:7][CH:6]=1)([CH3:4])([CH3:3])[CH3:2].[NH2:19][C:20]1[N:27]=[CH:26][CH:25]=[C:24]([CH3:28])[C:21]=1[CH:22]=O.N1CCCCC1.CCOC(C)=O>CCO>[C:1]([C:5]1[CH:18]=[CH:17][C:8]([CH2:9][NH:10][C:11]([C:12]2[C:13]([CH3:14])=[N:19][C:20]3[C:21]([CH:22]=2)=[C:24]([CH3:28])[CH:25]=[CH:26][N:27]=3)=[O:16])=[CH:7][CH:6]=1)([CH3:4])([CH3:2])[CH3:3]. Procedure: In a screw cap pressure tube were N-(4-tert-butylbenzyl)-3-oxobutanamide (94.5 mg, 0.38 mmol), 2-amino-4-methylnicotinaldehyde (52.0 mg, 0.38 mmol) and piperidine (151.0 μl, 1.53 mmol) suspended in EtOH (0.5 ml). The tube was sealed and the mixture heated to 120° C. for 1.5 h. The mixture was allowed to cool. EtOAc was added and the mixture washed with H2O, dried (MgSO4), filtered and concentrated. The crude product was purified by flash chromatography CH2Cl2/MeOH 96/4 yielding 61.5 mg of the ti... The reactants are CC=1C(=NC=C(C1)C)N1CCNCC1 (1-(3,5-dimethylpyridin-2-yl)piperazine), FC1=C(C(=O)O)C=CC(=C1)I (2-fluoro-4-iodobenzoic acid). The product is CC=1C(=NC=C(C1)C)N1CCN(CC1)C(=O)C1=C(C=C(C=C1)I)F ([4-(3,5-dimethylpyridin-2-yl)piperazin-1-yl](2-fluoro-4-iodophenyl)methanone). Yield: 80.8%. RXN SMILES: [CH3:1][C:2]1[C:3]([N:9]2[CH2:14][CH2:13][NH:12][CH2:11][CH2:10]2)=[N:4][CH:5]=[C:6]([CH3:8])[CH:7]=1.[F:15][C:16]1[CH:24]=[C:23]([I:25])[CH:22]=[CH:21][C:17]=1[C:18](O)=[O:19]>>[CH3:1][C:2]1[C:3]([N:9]2[CH2:10][CH2:11][N:12]([C:18]([C:17]3[CH:21]=[CH:22][C:23]([I:25])=[CH:24][C:16]=3[F:15])=[O:19])[CH2:13][CH2:14]2)=[N:4][CH:5]=[C:6]([CH3:8])[CH:7]=1. Procedure details: Using 1-(3,5-dimethylpyridin-2-yl)piperazine (1.44 g) described in Preparation Example 79 and 2-fluoro-4-iodobenzoic acid (2 g) and by the reaction and treatment in the same manner as in Preparation Example 111, the title compound (2.67 g) was obtained.